This data is from the Open Reaction Database (ORD), a public repository of structured organic reaction records. The task is: describe an organic reaction: reactants, conditions, products, and yield The reactants are Cc1ccccc1, OCC#Cc1cccc(Cl)c1F. The product is OCCCc1cccc(Cl)c1F. RXN SMILES: [CH3:13][c:14]1[cH:15][cH:16][cH:17][cH:18][cH:19]1.[Cl:1][c:2]1[c:3]([F:12])[c:4]([C:8]#[C:9][CH2:10][OH:11])[cH:5][cH:6][cH:7]1>>[Cl:1][c:2]1[c:3]([F:12])[c:4]([CH2:8][CH2:9][CH2:10][OH:11])[cH:5][cH:6][cH:7]1. The reactants are FC1=C(C=CC=C1)N1N=C(NC1=O)C (4,5-dihydro-1-(2-fluorophenyl)-3-methyl-5-oxo-1H-1,2,4-triazole), 2-fluorophenyl, 2-fluorophenyl, ClCl (chlorine), ClCl (chlorine), CN(C=O)C (N,N-dimethylformamide), [N+](=O)([O-])C1=CC=CC=C1 (nitrobenzene), ClCl (chlorine). The solvent is C(C)#N (acetonitrile), [N+](=O)([O-])C (nitromethane), C(C)#N (acetonitrile), C(C)#N (acetonitrile). Run at temperature 50 celsius, time 40 minute. Product: ClC1=CC(=C(C=C1)N1N=C(NC1=O)C)F (1-(4-chloro-2-fluorophenyl)-4,5-dihydro-3-methyl-5-oxo-1H-1,2,4-triazole). RXN SMILES: [F:1][C:2]1[CH:7]=[CH:6][CH:5]=[CH:4][C:3]=1[N:8]1[C:12](=[O:13])[NH:11][C:10]([CH3:14])=[N:9]1.CN(C)C=O.[N+](C1C=CC=CC=1)([O-])=O.[Cl:29]Cl>C(#N)C.[N+](C)([O-])=O>[Cl:29][C:6]1[CH:5]=[CH:4][C:3]([N:8]2[C:12](=[O:13])[NH:11][C:10]([CH3:14])=[N:9]2)=[C:2]([F:1])[CH:7]=1. Procedure details: The key to these superior yields is the removal of the hydrogen chloride gas generated during the chlorination steps after each of the one molar equivalent chlorine feeds. If left in the reaction mixture, the hydrogen chloride will stall the reaction and/or react with the acetonitrile solvent, thereby giving reduced yields of product. The hydrogen chloride is removed from the reaction mixture to the extent possible by first using a vacuum strip, then optionally purging with nitrogen. The reduced... Starting materials: 6-[(3,4-trans)-1-benzyl-4-methylpyrrolidin-3-yl]-1-(2-methoxyphenyl)-1,5-dihydro-4H-pyrazolo[3,4-d]pyrimidin-4-one, NC1=C(C(=NN1C1CCOCC1)C)C(=O)N (5-amino-3-methyl-1-(tetrahydro-2H-pyran-4-yl)-1H-pyrazole-4-carboxamide), COC(=O)[C@@H]1CN(C[C@H]1C)CC1=CC=CC=C1 ((3S,4S)-methyl-1-benzyl-4-methylpyrrolidine-3-carboxylate). Product: C(C1=CC=CC=C1)N1C[C@H]([C@@H](C1)C)C=1NC(C2=C(N1)N(N=C2C)C2CCOCC2)=O (6-[(3S,4S)-1-benzyl-4-methylpyrrolidin-3-yl]-3-methyl-1-(tetrahydro-2H-pyran-4-yl)-1,5-dihydro-4H-pyrazolo[3,4-d]pyrimidin-4-one). RXN SMILES: [NH2:1][C:2]1[N:6]([CH:7]2[CH2:12][CH2:11][O:10][CH2:9][CH2:8]2)[N:5]=[C:4]([CH3:13])[C:3]=1[C:14]([NH2:16])=[O:15].CO[C:19]([C@H:21]1[C@H:25]([CH3:26])[CH2:24][N:23]([CH2:27][C:28]2[CH:33]=[CH:32][CH:31]=[CH:30][CH:29]=2)[CH2:22]1)=O>>[CH2:27]([N:23]1[CH2:24][C@@H:25]([CH3:26])[C@H:21]([C:19]2[NH:16][C:14](=[O:15])[C:3]3[C:4]([CH3:13])=[N:5][N:6]([CH:7]4[CH2:12][CH2:11][O:10][CH2:9][CH2:8]4)[C:2]=3[N:1]=2)[CH2:22]1)[C:28]1[CH:33]=[CH:32][CH:31]=[CH:30][CH:29]=1. Procedure: Following the procedure for the preparation of 6-[(3,4-trans)-1-benzyl-4-methylpyrrolidin-3-yl]-1-(2-methoxyphenyl)-1,5-dihydro-4H-pyrazolo[3,4-d]pyrimidin-4-one but substituting 5-amino-3-methyl-1-(tetrahydro-2H-pyran-4-yl)-1H-pyrazole-4-carboxamide and (3S,4S)-methyl-1-benzyl-4-methylpyrrolidine-3-carboxylate provided the title compound. 400 MHz 1H NMR (CDCl3) δ 8.51-7.30 (m, 5H), 4.75-4.68 (m, 1H), 4.13-4.08 (m, 2H), 3.84-3.73 (m,1H), 3.63-3.48 (m, 2H), 3.40 (m,1 H), 3.10-2.78 (m, 2H), 2.55 (... Starting materials: BrC1=C2C=CN=CC2=CC=C1 (5-bromoisoquinoline), tris(dibenzylideneacetone)palladium(0), C(C)(C)(C)P(C1=C(C=CC=C1)C1=CC=CC=C1)C(C)(C)C (2-(di-tert-butylphosphino)biphenyl), C(C)(C)(C)OC(N(C)CCCN)=O ((3-aminopropyl)methylcarbamic acid tert-butyl ester), CC(C)([O-])C.[Na+] (sodium tert-butoxide). Run in C1(=CC=CC=C1)C (toluene). Reaction SMILES: Br[C:2]1[CH:11]=[CH:10][CH:9]=[C:8]2[C:3]=1[CH:4]=[CH:5][N:6]=[CH:7]2.C(P(C(C)(C)C)C1C=CC=CC=1C1C=CC=CC=1)(C)(C)C.[C:33]([O:37][C:38](=[O:45])[N:39]([CH2:41][CH2:42][CH2:43][NH2:44])[CH3:40])([CH3:36])([CH3:35])[CH3:34].CC(C)([O-])C.[Na+]>C1(C)C=CC=CC=1>[C:33]([O:37][C:38]([N:39]([CH3:40])[CH2:41][CH2:42][CH2:43][NH:44][C:2]1[CH:11]=[CH:10][CH:9]=[C:8]2[C:3]=1[CH:4]=[CH:5][N:6]=[CH:7]2)=[O:45])([CH3:36])([CH3:35])[CH3:34] |f:3.4|. Product: C(C)(C)(C)OC(=O)N(CCCNC1=C2C=CN=CC2=CC=C1)C (N-(tert-butoxycarbonyl)-N-methyl-N′-(5-isoquinolyl)-1,3-propylenediamine). Procedure: Under nitrogen atmosphere, a suspension of 5-bromoisoquinoline (252 mg), tris(dibenzylideneacetone)palladium(0) (59 mg), 2-(di-tert-butylphosphino)biphenyl (74 mg), (3-aminopropyl)methylcarbamic acid tert-butyl ester (274 mg, Asta Tech), and sodium tert-butoxide (163 mg) in toluene was stirred with heating at 70° C. for 3 hours. The reaction mixture was returned to room temperature and purified by silica gel column chromatography (n-hexane:ethyl acetate=1:1) to obtain the title compound (325 mg)... Isolated yield 85.1%. Run at temperature 70 celsius.